This data is from the Open Reaction Database (ORD), a public repository of structured organic reaction records. The task is: describe an organic reaction: reactants, conditions, products, and yield Yields the product COC(=N[N+](=O)[O-])NCc1cnc(Cl)s1. The reactants are Br, COC(=N)N[N+](=O)[O-], [Cl-], NCc1cnc(Cl)s1, [Na+], [Na+], [OH-], O. Reaction SMILES: [BrH:9].[CH3:10][O:11][C:12]([NH:13][N+:14](=[O:15])[O-:16])=[NH:17].[Cl-:19].[NH2:1][CH2:2][c:3]1[cH:4][n:5][c:6]([Cl:8])[s:7]1.[Na+:18].[Na+:21].[OH-:20].[OH2:22]>>[NH:1]([CH2:2][c:3]1[cH:4][n:5][c:6]([Cl:8])[s:7]1)[C:12]([O:11][CH3:10])=[N:13][N+:14](=[O:15])[O-:16].